This data is from the Open Reaction Database (ORD), a public repository of structured organic reaction records. The task is: describe an organic reaction: reactants, conditions, products, and yield Reactants: C[O-], CO, Cl, O=C1CCNCC1, [Na+], O, c1ccc2[nH]ccc2c1. The product is C1=C(c2c[nH]c3ccccc23)CCNC1. As a reaction SMILES: [CH3:1][O-:2].[CH3:22][OH:23].[ClH:21].[NH:13]1[CH2:14][CH2:15][C:16](=[O:19])[CH2:17][CH2:18]1.[Na+:3].[OH2:20].[nH:4]1[cH:5][cH:6][c:7]2[cH:8][cH:9][cH:10][cH:11][c:12]12>>[nH:4]1[cH:5][c:6]([C:16]2=[CH:15][CH2:14][NH:13][CH2:18][CH2:17]2)[c:7]2[cH:8][cH:9][cH:10][cH:11][c:12]12. Reactants: NC1=CC(=C2C3CCCCC3C(C2=C1O)=O)C (7-amino-8-hydroxy-5-methyl-1,2,3,4,4a,9a-hexahydro-9-fluorenone), C(C)O (ethanol), C(C)(=O)OC(C)=O (acetic anhydride). Reaction conditions: time 1 hour. The product is C1=CC=C2C(=C1)C(=O)C(C2=O)(O)O (ninhydrin). RXN SMILES: NC1C(O)=C2C([CH:6]3[CH:11]([C:12]2=[O:16])[CH2:10][CH2:9][CH2:8][CH2:7]3)=C(C)C=1.C([O:21][C:22](=[O:24])[CH3:23])(=O)C.C([OH:27])C>>[CH:7]1[CH:6]=[C:11]2[C:12]([C:22]([OH:21])([OH:24])[C:23](=[O:27])[C:10]2=[CH:9][CH:8]=1)=[O:16]. Reported procedure: 1.0 Gram of 7-amino-8-hydroxy-5-methyl-1,2,3,4,4a,9a-hexahydro-9-fluorenone was dissolved in 30 ml of ethanol and 0.5 ml of acetic anhydride was added. The solution was stirred at room temperature for 1 hour. After disappearance of the color formed by ninhydrin was confirmed on a thin-layer chromatography, the reaction mixture was concentrated. To the residue was added diisopropyl ether and the resulting precipitate was collected by filtration to obtain 0.8 g of 7-acetylamino-8-hydroxy-5-methyl-... Starting materials: CCOC(C)=O, CCN(C(C)C)C(C)C, O=C(OC(Cl)(Cl)Cl)OC(Cl)(Cl)Cl, ClCCl, CCCc1c(C(=O)NC2CC2)nnn1-c1ccc(N)cc1, NCc1ccccc1. Product: CCCc1c(C(=O)NC2CC2)nnn1-c1ccc(NC(=O)NCc2ccccc2)cc1. RXN SMILES: [CH3:54][CH2:55][O:56][C:57](=[O:58])[CH3:59].[CH:34]([N:35]([CH2:36][CH3:37])[CH:38]([CH3:39])[CH3:40])([CH3:41])[CH3:42].[Cl:1][C:2]([Cl:3])([O:4][C:5]([O:6][C:7]([Cl:8])([Cl:9])[Cl:10])=[O:11])[Cl:12].[Cl:51][CH2:52][Cl:53].[NH2:13][c:14]1[cH:15][cH:16][c:17](-[n:20]2[n:21][n:22][c:23]([C:28](=[O:29])[NH:30][CH:31]3[CH2:32][CH2:33]3)[c:24]2[CH2:25][CH2:26][CH3:27])[cH:18][cH:19]1.[NH2:43][CH2:44][c:45]1[cH:46][cH:47][cH:48][cH:49][cH:50]1>>[C:5](=[O:11])([NH:13][c:14]1[cH:15][cH:16][c:17](-[n:20]2[n:21][n:22][c:23]([C:28](=[O:29])[NH:30][CH:31]3[CH2:32][CH2:33]3)[c:24]2[CH2:25][CH2:26][CH3:27])[cH:18][cH:19]1)[NH:43][CH2:44][c:45]1[cH:46][cH:47][cH:48][cH:49][cH:50]1. The reactants are Nc1cc(Br)cc2nc(-c3ccccc3)nn12, C1COCCN1, CN(C)C=O. Yields the product Nc1cc(N2CCOCC2)cc2nc(-c3ccccc3)nn12. Reaction SMILES: [Br:1][c:2]1[cH:3][c:4]2[n:5]([c:6]([NH2:8])[cH:7]1)[n:9][c:10](-[c:12]1[cH:13][cH:14][cH:15][cH:16][cH:17]1)[n:11]2.[O:18]1[CH2:19][CH2:20][NH:21][CH2:22][CH2:23]1.[O:24]=[CH:25][N:26]([CH3:27])[CH3:28]>>[c:2]1([N:21]2[CH2:20][CH2:19][O:18][CH2:23][CH2:22]2)[cH:3][c:4]2[n:5]([c:6]([NH2:8])[cH:7]1)[n:9][c:10](-[c:12]1[cH:13][cH:14][cH:15][cH:16][cH:17]1)[n:11]2. The reactants are P(Cl)(Cl)(Cl)(Cl)Cl (phosphorus pentachloride), C(C=C)ON=C(C(=O)O)C1=NSC(=N1)N (2-allyloxyimino-2-(5-amino-1,2,4-thiadiazol-3-yl)acetic acid), [OH-].[Na+] (sodium hydroxide), CO (methanol). Run in C(Cl)Cl (methylene chloride), O (water), N1=CC=CC=C1 (pyridine). Run at temperature -20 celsius, time 50 minute. The product is C(C=C)ON=C(C(=O)OC)C1=NSC(=N1)N (methyl 2-allyloxyimino-2-(5-amino-1,2,4-thiadiazol-3-yl)acetate). Yield: 69.4%. RXN SMILES: P(Cl)(Cl)(Cl)(Cl)Cl.[CH2:7]([O:10][N:11]=[C:12]([C:16]1[N:20]=[C:19]([NH2:21])[S:18][N:17]=1)[C:13]([OH:15])=[O:14])[CH:8]=[CH2:9].[CH3:22]O.[OH-].[Na+]>C(Cl)Cl.N1C=CC=CC=1.O>[CH2:7]([O:10][N:11]=[C:12]([C:16]1[N:20]=[C:19]([NH2:21])[S:18][N:17]=1)[C:13]([O:15][CH3:22])=[O:14])[CH:8]=[CH2:9] |f:3.4|. Procedure details: To solution of phosphorus pentachloride (10.92 g) in methylene chloride (110 ml) was added 2-allyloxyimino-2-(5-amino-1,2,4-thiadiazol-3-yl)acetic acid (syn isomer) (11.4 g) under cooling at -20° C. and stirring, which was continued for 50 minutes at -15° to -5°. To the mixture was dropped a solution of methanol (2.4 g) in pyridine (15.82 g) at -30° to -10° under stirring, which was continued for 20 minutes at -10° C. To the reaction mixture was dropped water (110 ml) and the mixture was adjuste...